Dataset: the Open Reaction Database (ORD), a public repository of structured organic reaction records. Task: describe an organic reaction: reactants, conditions, products, and yield The reactants are C(C)OP(OCC)(=O)CC#N (cyanomethylphosphonic acid diethyl ester), C[Si](C)(C)[N-][Si](C)(C)C.[Li+] (lithium bis(trimethylsilyl)amide), COC=1C=C(C=C(C1)OC)C(=O)C1=CC(=CC=C1)OC ((3,5-dimethoxyphenyl)-(3-methoxyphenyl)methanone), ice water. Solvent: C1CCOC1 (THF), C1CCOC1 (THF). Yields the product COC=1C=C(C=C(C1)OC)C(=CC#N)C1=CC(=CC=C1)OC (3-(3,5-dimethoxy-phenyl)-3-(3-methoxy-phenyl)-acrylonitrile). The yield is 95.7%. Reaction SMILES: C(OP([CH2:9][C:10]#[N:11])(=O)OCC)C.C[Si]([N-][Si](C)(C)C)(C)C.[Li+].[CH3:22][O:23][C:24]1[CH:25]=[C:26]([C:32]([C:34]2[CH:39]=[CH:38][CH:37]=[C:36]([O:40][CH3:41])[CH:35]=2)=O)[CH:27]=[C:28]([O:30][CH3:31])[CH:29]=1>C1COCC1>[CH3:22][O:23][C:24]1[CH:25]=[C:26]([C:32]([C:34]2[CH:39]=[CH:38][CH:37]=[C:36]([O:40][CH3:41])[CH:35]=2)=[CH:9][C:10]#[N:11])[CH:27]=[C:28]([O:30][CH3:31])[CH:29]=1 |f:1.2|. Procedure: To a stirred solution of cyanomethylphosphonic acid diethyl ester (1.18 ml, 7.49 mmol) in anhydrous THF (10 ml) in an ice bath was added lithium bis(trimethylsilyl)amide (1.0 M solution in THF, 7.49 ml, 7.49 mmol) slowly. The mixture was stirred in rt for 40 min, before a solution of (3,5-dimethoxyphenyl)-(3-methoxyphenyl)methanone (1.02 g, 3.75 mmol) in anhydrous THF (20 ml) was added. The mixture was refluxed overnight. The solution was poured into ice water (20 ml) and the two phases were sep... Reactants: CC(C)=CCCC(C)CC=O, Cl, NO, [Na+], [Na+], O=C([O-])[O-], O. The product is CC(C)=CCCC(C)CC=NO. Reaction SMILES: [CH3:1][CH:2]([CH2:3][CH:4]=[O:5])[CH2:6][CH2:7][CH:8]=[C:9]([CH3:10])[CH3:11].[ClH:12].[NH2:13][OH:14].[Na+:15].[Na+:16].[O-:17][C:18](=[O:19])[O-:20].[OH2:21]>>[CH3:1][CH:2]([CH2:3][CH:4]=[N:13][OH:14])[CH2:6][CH2:7][CH:8]=[C:9]([CH3:10])[CH3:11]. The reactants are C(=O)(O)[C@H]1NCCC1 ((2S)-2-carboxypyrrolidine), [Cl-].[Na+] (sodium chloride), ClC(=O)OCC=C (allyl chloroformate), [OH-].[Na+] (sodium hydroxide). Run in C(C)(=O)OCC (ethyl acetate), O1CCCC1 (tetrahydrofuran), O (water), O1CCCC1 (tetrahydrofuran). Reaction conditions: temperature 0 celsius, time 1 hour. Yields the product C(C=C)OC(=O)N1[C@@H](CCC1)C(=O)O ((2S)-1-allyloxycarbonyl-2-carboxypyrrolidine). As a reaction SMILES: [C:1]([C@@H:4]1[CH2:8][CH2:7][CH2:6][NH:5]1)([OH:3])=[O:2].Cl[C:10]([O:12][CH2:13][CH:14]=[CH2:15])=[O:11].[OH-].[Na+].[Cl-].[Na+]>O.O1CCCC1.C(OCC)(=O)C>[CH2:13]([O:12][C:10]([N:5]1[CH2:6][CH2:7][CH2:8][C@H:4]1[C:1]([OH:3])=[O:2])=[O:11])[CH:14]=[CH2:15] |f:2.3,4.5|. Reported procedure: To a suspension of (2S)-2-carboxypyrrolidine (40 g) in a mixture of water (200 ml) and tetrahydrofuran (200 ml) was added a solution of allyl chloroformate (44 ml) in tetrahydrofuran (40 ml) at 0° C. while adjusting pH to around 9 with 4N aqueous sodium hydroxide. After stirring at 0° C. for 1 hour at pH 9, the aqueous layer was saturated with sodium chloride, and the mixture was diluted with ethyl acetate (200 ml). The aqueous layer was separated and washed with ethyl acetate. After adjusting p... Reactants: C(C1=CC=CC=C1)SC1=CC(=NC=2N1N=CC2)Cl (7-(benzylthio)-5-chloropyrazolo[1,5-a]pyrimidine), ClC=1C=C(N)C=CC1 (3-chloroaniline), Cl (HCl), O1CCOCC1 (dioxane). Run in C(C)O (ethanol). Product: C(C1=CC=CC=C1)SC1=CC(=NC=2N1N=CC2)NC2=CC(=CC=C2)Cl (7-(benzylthio)-N-(3-chlorophenyl)pyrazolo[1,5-a]pyrimidin-5-amine). The yield is 90.0%. RXN SMILES: [CH2:1]([S:8][C:9]1[N:14]2[N:15]=[CH:16][CH:17]=[C:13]2[N:12]=[C:11](Cl)[CH:10]=1)[C:2]1[CH:7]=[CH:6][CH:5]=[CH:4][CH:3]=1.[Cl:19][C:20]1[CH:21]=[C:22]([CH:24]=[CH:25][CH:26]=1)[NH2:23].Cl.O1CCOCC1>C(O)C>[CH2:1]([S:8][C:9]1[N:14]2[N:15]=[CH:16][CH:17]=[C:13]2[N:12]=[C:11]([NH:23][C:22]2[CH:24]=[CH:25][CH:26]=[C:20]([Cl:19])[CH:21]=2)[CH:10]=1)[C:2]1[CH:7]=[CH:6][CH:5]=[CH:4][CH:3]=1. Reported procedure: To the reaction flask, 7-(benzylthio)-5-chloropyrazolo[1,5-a]pyrimidine (3.45 g, 12.5 mmol) was added along with 3-chloroaniline (3.3 mL, 31.3 mmol), 4N HCl in dioxane (3.1 mL, 12.5 mmol), and ethanol (42 mL). The reaction was stirred at reflux for 12 hours then cool to room temperature. Excess solvent was removed under vacuum and the residue was diluted with water. The mixture was made basic with 3N NaOH, filtered and washed with water. The product, 7-(benzylthio)-N-(3-chlorophenyl)pyrazolo[1,5...